Dataset: the Open Reaction Database (ORD), a public repository of structured organic reaction records. Task: describe an organic reaction: reactants, conditions, products, and yield The reactants are OC=1C=C(C(=O)O)C=CC1 (3-hydroxybenzoic acid), ClCCCO (3-chloropropanol). The solvent is S(O)(O)(=O)=O (sulfuric acid). Product: OC=1C=C(C(=O)OCCCCl)C=CC1 (3-Chloropropyl 3-hydroxybenzoate). Yield: 93.9%. RXN SMILES: [OH:1][C:2]1[CH:3]=[C:4]([CH:8]=[CH:9][CH:10]=1)[C:5]([OH:7])=[O:6].[Cl:11][CH2:12][CH2:13][CH2:14]O>S(=O)(=O)(O)O>[OH:1][C:2]1[CH:3]=[C:4]([CH:8]=[CH:9][CH:10]=1)[C:5]([O:7][CH2:14][CH2:13][CH2:12][Cl:11])=[O:6]. Procedure details: A solution of 3-hydroxybenzoic acid (16.0 g, 0.115 mol) in 3-chloropropanol (76 g, 0.81 mol) and 0.5 mL of concentrated sulfuric acid was refluxed overnight. The excess alcohol was removed by vacuum distillation. The brown viscous residue was dissolved in ethyl acetate (60 mL) and washed with water (2×15 mL). The organic layer was dried over anhydrous sodium sulfate, filtered and concentrated under reduced pressure. The brown viscous residue was purified by column chromatography (ethyl acetate/h... Starting materials: COC1=CC=C(C=2C=C(OC21)C2(OCCO2)C)[N+](=O)[O-] (7-methoxy-2-(2-methyl-(1,3-dioxolan-2-yl))-4-nitrobenzofuran). Reagents/catalysts: [Pd] (Pd on activated carbon). Solvent: C(C)O (ethanol). Run at time 4 hour. Product: NC1=CC=C(C2=C1C=C(O2)C2(OCCO2)C)OC (4-Amino-7-methoxy-2-(2-methyl-(1,3-dioxolan-2-yl))-benzofuran). Isolated yield 89.0%. As a reaction SMILES: [CH3:1][O:2][C:3]1[C:11]2[O:10][C:9]([C:12]3([CH3:17])[O:16][CH2:15][CH2:14][O:13]3)=[CH:8][C:7]=2[C:6]([N+:18]([O-])=O)=[CH:5][CH:4]=1>C(O)C.[Pd]>[NH2:18][C:6]1[C:7]2[CH:8]=[C:9]([C:12]3([CH3:17])[O:13][CH2:14][CH2:15][O:16]3)[O:10][C:11]=2[C:3]([O:2][CH3:1])=[CH:4][CH:5]=1. Reported procedure: To a suspension of 10% Pd on activated carbon (200 mg) in ethanol (100 mL), under N2 protection, was added 7-methoxy-2-(2-methyl-(1,3-dioxolan-2-yl))-4-nitrobenzofuran (6.50 g, 23 mmol). The reaction mixture was degassed under vacuum three times. The reaction mixture was stirred vigorously while hydrogen gas was allowed to flow over the reaction mixture. After 4 h the reaction was complete by TLC (5:1 hex:EA). The reaction mixture was filtered through a pad of celite and the celite was rinsed wi... Reactants: [OH-].[Na+] (NaOH), ClC1=NC2=C(C(=CC=C2C(=N1)Cl)OC)C (2,4-Dichloro-7-methoxy-8-methylquinazoline). Run in O (water), C1CCOC1 (THF). Run at temperature 40 celsius. The product is ClC1=NC2=C(C(=CC=C2C(=N1)O)OC)C (2-Chloro-4-hydroxy-7-methoxy-8-methylquinazoline). Isolated yield 99.3%. Reaction SMILES: [OH-:1].[Na+].[Cl:3][C:4]1[N:13]=[C:12](Cl)[C:11]2[C:6](=[C:7]([CH3:17])[C:8]([O:15][CH3:16])=[CH:9][CH:10]=2)[N:5]=1>O.C1COCC1>[Cl:3][C:4]1[N:13]=[C:12]([OH:1])[C:11]2[C:6](=[C:7]([CH3:17])[C:8]([O:15][CH3:16])=[CH:9][CH:10]=2)[N:5]=1 |f:0.1|. Procedure details: A solution of NaOH (1.58 g, 39.6 mmol) in water (40 mL) was added to 2,4-dichloro-7-methoxy-8-methylquinazoline (139) (3.2 g, 13.05 mmol) in THF (20 mL). The resulting mixture was heated at 40° C. for 24 h. Then, the reaction mixture was cooled to room temperature, THF was evaporated and additional water (30 mL) was added. The precipitate was filtered off. Then, the pH of the filtrate was adjusted to 5 with AcOH to give a solid which was subsequently filtered off and successively washed with wat...